describe an organic reaction: reactants, conditions, products, and yield From a dataset of the Open Reaction Database (ORD), a public repository of structured organic reaction records. The product is C(C)OC(=O)N(C)COC(=O)C=1N2C(C(C2SCC1COC(C)=O)N)=O (3-[(acetyloxy)methyl]-7-amino-8-oxo-5-thia-1-azabicyclo[4.2.0]oct-2-ene-2-carboxylic acid N-ethoxycarbonyl-N-methylaminomethyl ester). Reaction SMILES: [Na].[C:2]([O:5][CH2:6][C:7]1[CH2:14][S:13][CH:12]2[N:9]([C:10](=[O:16])[CH:11]2[NH2:15])[C:8]=1[C:17]([OH:19])=[O:18])(=[O:4])[CH3:3].Cl[CH2:21][N:22]([CH3:28])[C:23]([O:25][CH2:26][CH3:27])=[O:24]>CN(C)C=O>[CH2:26]([O:25][C:23]([N:22]([CH2:28][O:18][C:17]([C:8]1[N:9]2[CH:12]([S:13][CH2:14][C:7]=1[CH2:6][O:5][C:2](=[O:4])[CH3:3])[CH:11]([NH2:15])[C:10]2=[O:16])=[O:19])[CH3:21])=[O:24])[CH3:27] |^1:0|. Procedure details: 725 mg (2.5 mM) of the sodium salt of 3-[(acetyloxy)methyl]-7-amino-8-oxo-5-thia-1-azabicyclo[4.2.0]oct-2-ene-2-carboxylic acid in 50 ml of dimethyl formamide is treated at room temperature with 375 mg (2.5 mM) of N-chloromethyl-N-methylurethane for one hour. The mixture is carefully poured into ice water and the precipitated solid is removed by filtration and washed with water. The solid is dissolved in ethylacetate and washed with aqueous sodium bicarbonate and then with water. The organic lay... The solvent is CN(C=O)C (dimethyl formamide). Reactants: ice water, [Na] (sodium), C(C)(=O)OCC1=C(N2C(C(C2SC1)N)=O)C(=O)O (3-[(acetyloxy)methyl]-7-amino-8-oxo-5-thia-1-azabicyclo[4.2.0]oct-2-ene-2-carboxylic acid), ClCN(C(=O)OCC)C (N-chloromethyl-N-methylurethane). Reactants: C(#N)C1=C(N(C2=NC(=CC(=C21)C)C)[C@H]2CCCC1=CC=CC=C21)/C=C/C(=O)O ((2E)-3-{3-cyano-4,6-dimethyl-1-[(1S)-1,2,3,4-tetrahydronaphthalen-1-yl]-1H-pyrrolo[2,3-b]pyridin-2-yl}prop-2-enoic acid), C(C(=O)Cl)(=O)Cl (oxalylchloride), COC=1C=C(N)C=CC1OC (3,4-dimethoxy aniline), N1=CC=CC=C1 (pyridine). Solvent: C1CCOC1 (THF), CN(C)C=O (DMF), O (water), C1CCOC1 (THF). Run at time 1 hour. Yields the product C(#N)C1=C(N(C2=NC(=CC(=C21)C)C)[C@H]2CCCC1=CC=CC=C21)/C=C/C(=O)NC2=CC(=C(C=C2)OC)OC ((2E)-3-{3-cyano-4,6-dimethyl-1-[(1S)-1,2,3,4-tetrahydronaphthalen-1-yl]-1H-pyrrolo[2,3-b]pyridin-2-yl}-N-(3,4-dimethoxyphenyl)prop-2-enamide). As a reaction SMILES: [C:1]([C:3]1[C:11]2[C:6](=[N:7][C:8]([CH3:13])=[CH:9][C:10]=2[CH3:12])[N:5]([C@@H:14]2[C:23]3[C:18](=[CH:19][CH:20]=[CH:21][CH:22]=3)[CH2:17][CH2:16][CH2:15]2)[C:4]=1/[CH:24]=[CH:25]/[C:26](O)=[O:27])#[N:2].C(Cl)(=O)C(Cl)=O.[CH3:35][O:36][C:37]1[CH:38]=[C:39]([CH:41]=[CH:42][C:43]=1[O:44][CH3:45])[NH2:40].N1C=CC=CC=1>C1COCC1.O.CN(C=O)C>[C:1]([C:3]1[C:11]2[C:6](=[N:7][C:8]([CH3:13])=[CH:9][C:10]=2[CH3:12])[N:5]([C@@H:14]2[C:23]3[C:18](=[CH:19][CH:20]=[CH:21][CH:22]=3)[CH2:17][CH2:16][CH2:15]2)[C:4]=1/[CH:24]=[CH:25]/[C:26]([NH:40][C:39]1[CH:41]=[CH:42][C:43]([O:44][CH3:45])=[C:37]([O:36][CH3:35])[CH:38]=1)=[O:27])#[N:2]. Procedure: To a solution of (2E)-3-{3-cyano-4,6-dimethyl-1-[(1S)-1,2,3,4-tetrahydronaphthalen-1-yl]-1H-pyrrolo[2,3-b]pyridin-2-yl}prop-2-enoic acid (300 mg, 0.808 mmol) in THF (3 ml) were added DMF (0.03 ml) and oxalylchloride (0.0846 ml, 0.970 mmol), the mixture was stirred at room temperature for 1 hour and the solvent was distilled off under reduced pressure. The residue was added under ice-cooling to a solution of 3,4-dimethoxy aniline (248 mg, 1.62 mmol), pyridine (0.262 ml, 3.24 mmol) and THF (3 ml),... The reactants are ClC=1C=C(CN2C(C3=C(C(N4C(=C3CC2)C(OC(C4)CO)=O)=O)OC)=O)C=CC1F (9-(3-chloro-4-fluorobenzyl)-3-(hydroxymethyl)-7-methoxy-3,4,10,11-tetrahydro[1,4]oxazino[3,4-a]-2,6-naphthyridine-1,6,8(9H)-trione), Br (hydrogen bromide), C(C)(=O)O (acetic acid), C(C)(=O)O (acetic acid). Reaction conditions: time 30 minute. Yields the product ClC=1C=C(CN2C(C3=C(C(N4C(=C3CC2)C(OC(C4)COC(C)=O)=O)=O)O)=O)C=CC1F (9-(3-Chloro-4-fluorobenzyl)-7-hydroxy-3-(acetyloxymethyl)-3,4,10,11-tetrahydro[1,4]oxazino[3,4-a]-2,6-naphthyridine-1,6,8(9H)-trione). RXN SMILES: [Cl:1][C:2]1[CH:3]=[C:4]([CH:27]=[CH:28][C:29]=1[F:30])[CH2:5][N:6]1[CH2:15][CH2:14][C:13]2[C:8](=[C:9]([O:24]C)[C:10](=[O:23])[N:11]3[CH2:19][CH:18]([CH2:20][OH:21])[O:17][C:16](=[O:22])[C:12]3=2)[C:7]1=[O:26].Br.[C:32](O)(=[O:34])[CH3:33]>>[Cl:1][C:2]1[CH:3]=[C:4]([CH:27]=[CH:28][C:29]=1[F:30])[CH2:5][N:6]1[CH2:15][CH2:14][C:13]2[C:8](=[C:9]([OH:24])[C:10](=[O:23])[N:11]3[CH2:19][CH:18]([CH2:20][O:21][C:32](=[O:34])[CH3:33])[O:17][C:16](=[O:22])[C:12]3=2)[C:7]1=[O:26]. Procedure details: A mixture of 9-(3-chloro-4-fluorobenzyl)-3-(hydroxymethyl)-7-methoxy-3,4,10,11-tetrahydro[1,4]oxazino[3,4-a]-2,6-naphthyridine-1,6,8(9H)-trione (50 mg, 0.11 mmol) and 33% hydrogen bromide in acetic acid (0.1 g) in acetic acid (1 μL) was stirred at room temperature for 30 minutes. The product mixture was concentrated under vacuum. The residue was dissolved in DMSO and subjected to reverse phase column chromatography on C-18 stationary phase eluted with a 95-5% water-acetonitrile gradient. Collect... The reactants are [Li+].[BH4-] (LiBH4), Cl[Si](C)(C)C (chlorotrimethylsilane), Cl.NC(C(=O)O)(C)C1=C(C=C(C=C1)F)F (2-amino-2-(2,4-difluoro-phenyl)-propionic acid hydrochloride). The solvent is C1CCOC1 (THF). Reaction conditions: temperature 0 celsius, time 20 hour. The product is NC(CO)(C)C1=C(C=C(C=C1)F)F ((RS)-2-amino-2-(2,4-difluoro-phenyl)-propan-1-ol). Yield: 72.6%. RXN SMILES: [Li+].[BH4-].Cl[Si](C)(C)C.Cl.[NH2:9][C:10]([C:15]1[CH:20]=[CH:19][C:18]([F:21])=[CH:17][C:16]=1[F:22])([CH3:14])[C:11](O)=[O:12]>C1COCC1>[NH2:9][C:10]([C:15]1[CH:20]=[CH:19][C:18]([F:21])=[CH:17][C:16]=1[F:22])([CH3:14])[CH2:11][OH:12] |f:0.1,3.4|. Reported procedure: To a stirred 2 M LiBH4 solution (16.22 ml) at r.t. in THF under an argon atmosphere was added chlorotrimethylsilane (5.47 ml) over 2 min. The white suspension was cooled to 0° C. and (RS)-(2-amino-2-(2,4-difluoro-phenyl)-propionic acid hydrochloride (2.57 g) was added portionwise over 5 min. The ice bath was removed and the compact off-white suspension was stirred at r.t. for 20 h. The mixture was cooled again to 0° C. and treated carefully with methanol (15 ml). The mixture was stirred at r.t. ... Reactants: CSc1sc(C(=N)NC(=O)OC(C)(C)C)cc1S(=O)(=O)c1cccc(-c2c(C)cccc2N)c1, CCOC(=O)CCC(=O)Cl, C1CCOC1, CCOC(C)=O. The product is CCOC(=O)CCC(=O)Nc1cccc(C)c1-c1cccc(S(=O)(=O)c2cc(C(=N)NC(=O)OC(C)(C)C)sc2SC)c1. RXN SMILES: [C:1]([CH3:2])([CH3:3])([CH3:4])[O:5][C:6]([NH:7][C:8](=[NH:9])[c:10]1[s:11][c:12]([S:32][CH3:33])[c:13]([S:15](=[O:16])(=[O:17])[c:18]2[cH:19][c:20](-[c:24]3[c:25]([NH2:31])[cH:26][cH:27][cH:28][c:29]3[CH3:30])[cH:21][cH:22][cH:23]2)[cH:14]1)=[O:34].[CH2:35]([CH3:36])[O:37][C:38]([CH2:39][CH2:40][C:41](=[O:42])[Cl:43])=[O:44].[CH2:45]1[O:46][CH2:47][CH2:48][CH2:49]1.[CH3:50][CH2:51][O:52][C:53]([CH3:54])=[O:55]>>[C:1]([CH3:2])([CH3:3])([CH3:4])[O:5][C:6]([NH:7][C:8](=[NH:9])[c:10]1[s:11][c:12]([S:32][CH3:33])[c:13]([S:15](=[O:16])(=[O:17])[c:18]2[cH:19][c:20](-[c:24]3[c:25]([NH:31][C:41]([CH2:40][CH2:39][C:38]([O:37][CH2:35][CH3:36])=[O:44])=[O:42])[cH:26][cH:27][cH:28][c:29]3[CH3:30])[cH:21][cH:22][cH:23]2)[cH:14]1)=[O:34]. Procedure details: A solution of 1.2 g (3.8 mmol) of 5-[2,4-dichloroanilinomethyl]-2-methylthio-3H-pyrimidin-4-one in 40 ml of phosphorus oxychloride was treated with 0.6 ml (3.7 mmol) of N,N-diethylaniline and the mixture was heated at 110° C. for 1 hour, cooled and evaporated. The residue was cautiously partitioned between 40 ml of ice/water and 30 ml of diethyl ether. The aqueous phase was extracted with a further 30 ml of diethyl ether and the combined organic phases were dried over magnesium sulfate, filtered... Isolated yield 87.0%. Starting materials: ClC1=C(NCC=2C(NC(=NC2)SC)=O)C=CC(=C1)Cl (5-[2,4-dichloroanilinomethyl]-2-methylthio-3H-pyrimidin-4-one), C(C)N(C1=CC=CC=C1)CC (N,N-diethylaniline), P(=O)(Cl)(Cl)Cl (phosphorus oxychloride). Run at temperature 110 celsius. As a reaction SMILES: [Cl:1][C:2]1[CH:18]=[C:17]([Cl:19])[CH:16]=[CH:15][C:3]=1[NH:4][CH2:5][C:6]1[C:7](=O)[NH:8][C:9]([S:12][CH3:13])=[N:10][CH:11]=1.C(N(CC)C1C=CC=CC=1)C.P(Cl)(Cl)([Cl:33])=O>>[Cl:33][C:7]1[C:6]([CH2:5][NH:4][C:3]2[CH:15]=[CH:16][C:17]([Cl:19])=[CH:18][C:2]=2[Cl:1])=[CH:11][N:10]=[C:9]([S:12][CH3:13])[N:8]=1. The product is ClC1=NC(=NC=C1CNC1=C(C=C(C=C1)Cl)Cl)SC (4-chloro-5-(2,4-dichloroanilinomethyl)-2-methylthiopyrimidine). Reactants: C(C)C1=C(CN(C)C)C=CC=C1OC ((2-Ethyl-3-methoxybenzyl)dimethylamine), Br.C(C)(=O)O (hydrogen bromide acetic acid). Run at time 21 hour. Product: Br.CN(C)CC=1C(=C(C=CC1)O)CC (3-dimethylaminomethyl-2-ethylphenol hydrobromide). The yield is 78.0%. As a reaction SMILES: [CH2:1]([C:3]1[C:12]([O:13]C)=[CH:11][CH:10]=[CH:9][C:4]=1[CH2:5][N:6]([CH3:8])[CH3:7])[CH3:2].[BrH:15].C(O)(=O)C>>[BrH:15].[CH3:8][N:6]([CH2:5][C:4]1[C:3]([CH2:1][CH3:2])=[C:12]([OH:13])[CH:11]=[CH:10][CH:9]=1)[CH3:7] |f:1.2,3.4|. Reported procedure: (2-Ethyl-3-methoxybenzyl)dimethylamine (1.30 g, 6.73 mmol) was suspended in 30% hydrogen bromide/acetic acid (10 mL) and heated to reflux with stirring for 21 h. The cooled reaction mixture was triturated and decanted with successive portions of diethyl ether (3×), then triturated with diethyl ether overnight. The solid was collected by filtration, washed with ether and dried to give 3-dimethylaminomethyl-2-ethylphenol hydrobromide (1.37 g, 78%) as a tan solid. Reactants: ClC1=NC2=CC=CC=C2C(=C1)NC1=CC(=C(C=C1)S(=O)(=O)O)Cl (4-(2-Chloro-4-quinolylamino)-2-chlorobenzene sulphonic acid), Cl.S(=O)(=O)(Cl)Cl (sulphonylchloride hydrochloride), NC1CCN(CC1)CCCC (4-amino-1-butylpiperidine). Yields the product ClC1=C(C=CC(=C1)NC1=CC=NC2=CC(=CC=C12)Cl)S(=O)(=O)NC1CCN(CC1)CCCC (2-Chloro-4-(7-chloro-4-quinolylamino)-N-(1-n-butyl-4-piperidyl)benzene-sulphonamide). As a reaction SMILES: Cl[C:2]1[CH:11]=[C:10]([NH:12][C:13]2[CH:18]=[CH:17][C:16]([S:19]([OH:22])(=O)=[O:20])=[C:15]([Cl:23])[CH:14]=2)[C:9]2[C:4](=[CH:5][CH:6]=[CH:7][CH:8]=2)[N:3]=1.Cl.S(Cl)([Cl:28])(=O)=O.[NH2:30][CH:31]1[CH2:36][CH2:35][N:34]([CH2:37][CH2:38][CH2:39][CH3:40])[CH2:33][CH2:32]1>>[Cl:23][C:15]1[CH:14]=[C:13]([NH:12][C:10]2[C:9]3[C:4](=[CH:5][C:6]([Cl:28])=[CH:7][CH:8]=3)[N:3]=[CH:2][CH:11]=2)[CH:18]=[CH:17][C:16]=1[S:19]([NH:30][CH:31]1[CH2:36][CH2:35][N:34]([CH2:37][CH2:38][CH2:39][CH3:40])[CH2:33][CH2:32]1)(=[O:20])=[O:22] |f:1.2|. Reported procedure: 4-(2-Chloro-4-quinolylamino)-2-chlorobenzene sulphonic acid is converted to the corresponding sulphonylchloride hydrochloride and reacted with 4-amino-1-butylpiperidine in a similar manner to that described in Example 1(b) to give the title compound. Starting materials: C(C)OC(C(CC1=CC(=C(C=C1)O)CNC(=O)OC(C)(C)C)OC(C)C)=O (3-(3-[(t-butoxycarbonyl)amino]methyl-4-hydroxyphenyl)-2-isopropoxypropionic acid ethyl ester), BrN1C(CCC1=O)=O (N-bromosuccinimide). Solvent: C(C)#N (acetonitrile), C(C)(=O)OCC (ethyl acetate). Run at time 1 hour. Yields the product C(C)OC(C(CC1=CC(=C(C(=C1)CNC(=O)OC(C)(C)C)O)Br)OC(C)C)=O (3-(3-bromo-5-[(t-butoxycarbonyl)amino]methyl-4-hydroxyphenyl)-2-isopropoxypropionic acid ethyl ester). The yield is 89.3%. RXN SMILES: [CH2:1]([O:3][C:4](=[O:27])[CH:5]([O:23][CH:24]([CH3:26])[CH3:25])[CH2:6][C:7]1[CH:12]=[CH:11][C:10]([OH:13])=[C:9]([CH2:14][NH:15][C:16]([O:18][C:19]([CH3:22])([CH3:21])[CH3:20])=[O:17])[CH:8]=1)[CH3:2].[Br:28]N1C(=O)CCC1=O>C(#N)C.C(OCC)(=O)C>[CH2:1]([O:3][C:4](=[O:27])[CH:5]([O:23][CH:24]([CH3:26])[CH3:25])[CH2:6][C:7]1[CH:8]=[C:9]([CH2:14][NH:15][C:16]([O:18][C:19]([CH3:20])([CH3:21])[CH3:22])=[O:17])[C:10]([OH:13])=[C:11]([Br:28])[CH:12]=1)[CH3:2]. Procedure details: 402 mg of 3-(3-[(t-butoxycarbonyl)amino]methyl-4-hydroxyphenyl)-2-isopropoxypropionic acid ethyl ester was dissolved in 5 ml of acetonitrile, and 200 mg of N-bromosuccinimide was added thereto, followed by stirring for 1 hour at room temperature. The reaction mixture was diluted with ethyl acetate, and the organic layer was washed with water and brine, and dried over anhydrous magnesium sulfate, and the solvent was evaporated. The residue was purified by silica gel column chromatography, to give... Starting materials: C1(CC1)C(=O)Cl (cyclopropanecarbonyl chloride), BrC=1C=C(C=CC1)C (m-Bromotoluene), [Mg] (magnesium), Cl (hydrochloric acid). The reagents and catalysts are [Cl-].[Cd+2].[Cl-] (cadmium chloride). Solvent: CCOCC (ether), CCOCC (ether), CCOCC (ether). Reaction conditions: time 1 hour. The product is C1(=CC(=CC=C1)C(=O)C1CC1)C (Cyclopropyl m-tolyl ketone). RXN SMILES: Br[C:2]1[CH:3]=[C:4]([CH3:8])[CH:5]=[CH:6][CH:7]=1.[Mg].[CH:10]1([C:13](Cl)=[O:14])[CH2:12][CH2:11]1.Cl>CCOCC.[Cl-].[Cd+2].[Cl-]>[C:4]1([CH3:8])[CH:5]=[CH:6][CH:7]=[C:2]([C:13]([CH:10]2[CH2:12][CH2:11]2)=[O:14])[CH:3]=1 |f:5.6.7|. Procedure details: m-Bromotoluene (34.2 g) in dry ether (120 ml) was added dropwise to magnesium turnings (4.8 g) in dry ether (100 ml). The heat of reaction maintained the mixture to boiling under reflux during the addition and the mixture was heated under reflux for a further hour. The mixture was cooled to 0°, dry cadmium chloride (19.6 g) was added and the temperature allowed to rise to 20° C. After 1 hour, cyclopropanecarbonyl chloride (20.8 g) in dry ether (50 ml) was added dropwise and the mixture was heate...